The task is: describe an organic reaction: reactants, conditions, products, and yield. This data is from the Open Reaction Database (ORD), a public repository of structured organic reaction records. Reactants: C(C1=CN=CC=C1)=O (nicotinaldehyde), [Si](C)(C)(C(C)(C)C)O[C@@H](CC(=O)OC)CC(CP(=O)(OC)OC)=O (methyl (R)-3-[(tert-butyldimethylsilyl)oxy]-6-(dimethoxyphosphinyl)-5-oxohexanoate), C(C)(=O)OCC (ethyl acetate), C([O-])([O-])=O.[K+].[K+] (potassium carbonate). Run in C(C)(C)O (isopropanol). Conditions: temperature 22 celsius, time 3 hour. The product is [Si](C)(C)(C(C)(C)C)O[C@@H](CC(=O)OC)CC(\C=C\C=1C=NC=CC1)=O (methyl (3R,6E)-3-[(tert-butyldimethylsilyl)oxy]-5-oxo-7-(pyridin-3-yl)-6-heptenoate). Yield: 99.2%. As a reaction SMILES: [CH:1](=O)[C:2]1[CH:7]=[CH:6][CH:5]=[N:4][CH:3]=1.[Si:9]([O:16][C@H:17]([CH2:23][C:24](=[O:32])[CH2:25]P(OC)(OC)=O)[CH2:18][C:19]([O:21][CH3:22])=[O:20])([C:12]([CH3:15])([CH3:14])[CH3:13])([CH3:11])[CH3:10].C(=O)([O-])[O-].[K+].[K+].C(OCC)(=O)C>C(O)(C)C>[Si:9]([O:16][C@H:17]([CH2:23][C:24](=[O:32])/[CH:25]=[CH:1]/[C:2]1[CH:3]=[N:4][CH:5]=[CH:6][CH:7]=1)[CH2:18][C:19]([O:21][CH3:22])=[O:20])([C:12]([CH3:14])([CH3:13])[CH3:15])([CH3:11])[CH3:10] |f:2.3.4|. Procedure: In 5 mL of isopropanol (water content: 10,000 ppm) were dissolved 140 mg (1.3 mmol.) of nicotinaldehyde (pyridin-3-aldehyde) and 500 mg (1.3 mmol.) of methyl (R)-3-[(tert-butyldimethylsilyl)oxy]-6-(dimethoxyphosphinyl)-5-oxohexanoate (optical purity: 99% ee) to give an alcoholic solution. To the alcoholic solution was added 181 mg (1.3 mmol) of potassium carbonate, and the mixture was stirred for 3 hours at room temperature (22° C.). To the resulting reaction mixture was added 20 mL of ethyl ace... Reactants: FC=1C=C(C=CC1)[C@H]1C[C@H](CC1)NO (N-[cis-3-(3-fluorophenyl)cyclopentyl]hydroxylamine), C[Si](C)(C)N=C=O (trimethylsilylisocyanate), CO (Methanol). Solvent: C1CCOC1 (THF). Run at time 1.5 hour. Yields the product FC=1C=C(C=CC1)[C@H]1C[C@H](CC1)N(C(=O)N)O (N-[cis-3-(3-fluorophenyl)cyclopentyl]-N-hydroxyurea). Yield: 57.0%. As a reaction SMILES: [F:1][C:2]1[CH:3]=[C:4]([C@@H:8]2[CH2:12][CH2:11][C@H:10]([NH:13][OH:14])[CH2:9]2)[CH:5]=[CH:6][CH:7]=1.C[Si]([N:19]=[C:20]=[O:21])(C)C.CO>C1COCC1>[F:1][C:2]1[CH:3]=[C:4]([C@@H:8]2[CH2:12][CH2:11][C@H:10]([N:13]([OH:14])[C:20]([NH2:19])=[O:21])[CH2:9]2)[CH:5]=[CH:6][CH:7]=1. Reported procedure: To a stirred solution of the compound prepared in Step 6, above (2.4 g, 12 mmol), in THF (10 ml) was added trimethylsilylisocyanate (85%, 2.4 ml, 18 mmol) and the reaction mixture was stirred at room temperature for 1.5 hours. Methanol (10 ml) was added and 10 minutes later the solvent was removed under reduced pressure to afford a white solid. Recrystallization from IPE/hexane afforded the title compound (1.6 g, 57% yield) as a colorless solid, m.p. 104.2-105.7° C.